Dataset: the Open Reaction Database (ORD), a public repository of structured organic reaction records. Task: describe an organic reaction: reactants, conditions, products, and yield Reactants: O=C([O-])[O-], CCOC(=O)c1sc(=O)[nH]c1C, COc1cccc(CCCOS(C)(=O)=O)c1, [Cs+], [Cs+], CN(C)C=O. Product: CCOC(=O)c1sc(OCCCc2cccc(OC)c2)nc1C. RXN SMILES: [C:29](=[O:30])([O-:31])[O-:32].[CH2:17]([CH3:18])[O:19][C:20](=[O:21])[c:22]1[c:23]([CH3:28])[nH:24][c:25](=[O:27])[s:26]1.[CH3:1][O:2][c:3]1[cH:4][c:5]([CH2:9][CH2:10][CH2:11][O:12][S:13]([CH3:14])(=[O:15])=[O:16])[cH:6][cH:7][cH:8]1.[Cs+:33].[Cs+:34].[O:35]=[CH:36][N:37]([CH3:38])[CH3:39]>>[CH3:1][O:2][c:3]1[cH:4][c:5]([CH2:9][CH2:10][CH2:11][O:12][c:25]2[n:24][c:23]([CH3:28])[c:22]([C:20]([O:19][CH2:17][CH3:18])=[O:21])[s:26]2)[cH:6][cH:7][cH:8]1. The reactants are O=C([O-])[O-], Cc1ccccc1, CCO, CCOCOc1cnc(Cl)nc1, [Na+], [Na+], [Na+], O=C([O-])O, OB(O)c1ccc(F)cc1. Product: CCOCOc1cnc(-c2ccc(F)cc2)nc1. Reaction SMILES: [C:11](=[O:12])([O-:13])[O-:14].[CH3:29][c:30]1[cH:31][cH:32][cH:33][cH:34][cH:35]1.[CH3:36][CH2:37][OH:38].[Cl:17][c:18]1[n:19][cH:20][c:21]([O:24][CH2:25][O:26][CH2:27][CH3:28])[cH:22][n:23]1.[Na+:15].[Na+:16].[Na+:43].[O-:39][C:40]([OH:41])=[O:42].[OH:1][B:2]([OH:3])[c:4]1[cH:5][cH:6][c:7]([F:8])[cH:9][cH:10]1>>[c:4]1(-[c:18]2[n:19][cH:20][c:21]([O:24][CH2:25][O:26][CH2:27][CH3:28])[cH:22][n:23]2)[cH:5][cH:6][c:7]([F:8])[cH:9][cH:10]1. The reactants are [OH-].[Na+] (NaOH), ClC1=NC(=NC(=C1C#N)NC1=C(C=CC=C1F)F)SC (4-chloro-6-[(2,6-difluorophenyl)amino]-2-(methylthio)-5-pyrimidinecarbonitrile), B (borane), Cl (HCl). Conditions: time 30 minute. Yields the product NCC=1C(=NC(=NC1Cl)SC)NC1=C(C=CC=C1F)F (5-(Aminomethyl)-6-chloro-N-(2,6-difluorophenyl)-2-(methylthio)-4-pyrimidinamine). The yield is 102.1%. As a reaction SMILES: [Cl:1][C:2]1[C:7]([C:8]#[N:9])=[C:6]([NH:10][C:11]2[C:16]([F:17])=[CH:15][CH:14]=[CH:13][C:12]=2[F:18])[N:5]=[C:4]([S:19][CH3:20])[N:3]=1.B.Cl.[OH-].[Na+]>>[NH2:9][CH2:8][C:7]1[C:6]([NH:10][C:11]2[C:12]([F:18])=[CH:13][CH:14]=[CH:15][C:16]=2[F:17])=[N:5][C:4]([S:19][CH3:20])=[N:3][C:2]=1[Cl:1] |f:3.4|. Procedure details: To the solution of 4-chloro-6-[(2,6-difluorophenyl)amino]-2-(methylthio)-5-pyrimidinecarbonitrile (0.938 g) was added borane.THF complex (1.0 M, 15 mL). The reaction mixture was then heated at reflux for about 4 h until all the starting material disappeared. The solution was cooled to r.t., mixed with HCl solution (6 M, 5 mL), and stirred at room temperature for about 30 minutes. The solution was then mixed with NaOH solution (3 M) to pH 9.0-10.0. The organic phase was separated and the aqueous ... Yields the product CC(C)(C(=O)Cn1ccnc1)C1OCCO1. RXN SMILES: [CH3:18][C:19]#[N:20].[Cl:1][CH2:2][C:3]([C:4]([CH3:5])([CH3:6])[CH:7]1[O:8][CH2:9][CH2:10][O:11]1)=[O:12].[nH:13]1[cH:14][n:15][cH:16][cH:17]1>>[CH2:2]([C:3]([C:4]([CH3:5])([CH3:6])[CH:7]1[O:8][CH2:9][CH2:10][O:11]1)=[O:12])[n:13]1[cH:14][n:15][cH:16][cH:17]1. Reactants: CC#N, CC(C)(C(=O)CCl)C1OCCO1, c1c[nH]cn1. Procedure details: To a solution of tert-butyl {3-[(3-aminobenzoyl)amino]phenyl}carbamate (0.500 g, 1.53 mol) and 2,4,5-trichloropyrimidine (0.25 g, 1.4 mmol) in DMF (3.7 mL) was added potassium carbonate (0.29 g, 2.1 mmol). The resulting mixture was stirred overnight at room temperature. The reaction was quenched with saturated (sat'd) NH4Cl and water. EtOAc was added and the layers separated. The aqueous layer was extracted with EtOAc twice and the combined organics were washed with water, dried, filtered and co... Run in CN(C)C=O (DMF). The yield is 9.9%. As a reaction SMILES: [NH2:1][C:2]1[CH:3]=[C:4]([CH:22]=[CH:23][CH:24]=1)[C:5]([NH:7][C:8]1[CH:9]=[C:10]([NH:14][C:15](=[O:21])[O:16][C:17]([CH3:20])([CH3:19])[CH3:18])[CH:11]=[CH:12][CH:13]=1)=[O:6].[Cl:25][C:26]1[N:31]=[C:30](Cl)[C:29]([Cl:33])=[CH:28][N:27]=1.C(=O)([O-])[O-].[K+].[K+]>CN(C=O)C>[Cl:25][C:26]1[N:31]=[C:30]([NH:1][C:2]2[CH:3]=[C:4]([CH:22]=[CH:23][CH:24]=2)[C:5]([NH:7][C:8]2[CH:9]=[C:10]([NH:14][C:15](=[O:21])[O:16][C:17]([CH3:20])([CH3:18])[CH3:19])[CH:11]=[CH:12][CH:13]=2)=[O:6])[C:29]([Cl:33])=[CH:28][N:27]=1 |f:2.3.4|. Reaction conditions: time 8 hour. Starting materials: NC=1C=C(C(=O)NC=2C=C(C=CC2)NC(OC(C)(C)C)=O)C=CC1 (tert-butyl {3-[(3-aminobenzoyl)amino]phenyl}carbamate), ClC1=NC=C(C(=N1)Cl)Cl (2,4,5-trichloropyrimidine), C([O-])([O-])=O.[K+].[K+] (potassium carbonate). Yields the product ClC1=NC=C(C(=N1)NC=1C=C(C(=O)NC=2C=C(C=CC2)NC(OC(C)(C)C)=O)C=CC1)Cl (tert-Butyl [3-({3-[(2,5-dichloropyrimidin-4-yl)amino]benzoyl}amino)phenyl]carbamate). The reactants are COc1ccc(N)cc1N1CCN(C(=O)OC(C)(C)C)CC1, FC(F)Oc1ccccc1, O=S(=O)(Cl)Cl, c1ccncc1. Product: COc1ccc(NS(=O)(=O)c2cccc(OC(F)F)c2)cc1N1CCN(C(=O)OC(C)(C)C)CC1. Reaction SMILES: [C:1]([CH3:2])([CH3:3])([CH3:4])[O:5][C:6](=[O:7])[N:8]1[CH2:9][CH2:10][N:11]([c:14]2[c:15]([O:21][CH3:22])[cH:16][cH:17][c:18]([NH2:20])[cH:19]2)[CH2:12][CH2:13]1.[F:28][CH:29]([O:30][c:31]1[cH:32][cH:33][cH:34][cH:35][cH:36]1)[F:37].[S:23](=[O:24])(=[O:25])([Cl:26])[Cl:27].[cH:38]1[cH:39][cH:40][n:41][cH:42][cH:43]1>>[C:1]([CH3:2])([CH3:3])([CH3:4])[O:5][C:6](=[O:7])[N:8]1[CH2:9][CH2:10][N:11]([c:14]2[c:15]([O:21][CH3:22])[cH:16][cH:17][c:18]([NH:20][S:23](=[O:24])(=[O:25])[c:35]3[cH:34][cH:33][cH:32][c:31]([O:30][CH:29]([F:28])[F:37])[cH:36]3)[cH:19]2)[CH2:12][CH2:13]1. Starting materials: C(C)N1N=CC=2C1=NC1=CC=CC=C1C2Cl (1-ethyl-4-chloro-1H-pyrazolo[3,4-b]quinoline), CS(=O)C (DMSO), NCC1=CC=NC=C1 (4-(aminomethyl)pyridine). Run in O (water). Yields the product C(C)N1N=CC=2C1=NC1=CC=CC=C1C2NCC2=CC=NC=C2 (1-ethyl-N-(4-pyridinylmethyl)-1H-pyrazolo[3,4-b]quinolin-4-amine). Isolated yield 34.5%. RXN SMILES: [CH2:1]([N:3]1[C:7]2=[N:8][C:9]3[C:14]([C:15](Cl)=[C:6]2[CH:5]=[N:4]1)=[CH:13][CH:12]=[CH:11][CH:10]=3)[CH3:2].CS(C)=O.[NH2:21][CH2:22][C:23]1[CH:28]=[CH:27][N:26]=[CH:25][CH:24]=1>O>[CH2:1]([N:3]1[C:7]2=[N:8][C:9]3[C:14]([C:15]([NH:21][CH2:22][C:23]4[CH:28]=[CH:27][N:26]=[CH:25][CH:24]=4)=[C:6]2[CH:5]=[N:4]1)=[CH:13][CH:12]=[CH:11][CH:10]=3)[CH3:2]. Procedure details: A mixture of 1-ethyl-4-chloro-1H-pyrazolo[3,4-b]quinoline (1.0 g, 4.3 mmol), DMSO (3 ml) and 4-(aminomethyl)pyridine (0.92 ml, 9 mmol) was heated at 80°-90° C. overnight. The reaction mixture was poured into water (200 ml)NH4OH (1 ml) and the mixture was extracted with CH2Cl2 (3×100 ml). The CH2Cl2 layers were combined, dried over MgSO4 and evaporated. The residue was crystallized from ethyl acetate and recrystallized from ethyl acetate to afford 450 mg of 1-ethyl-N-(4-pyridinylmethyl)-1H-pyrazo...